describe an organic reaction: reactants, conditions, products, and yield From a dataset of the Open Reaction Database (ORD), a public repository of structured organic reaction records. Starting materials: CC(C)OC(=O)C1=C(C2=C(NC3=CC=CC(=C23)OCC2=CC=CC=C2)C=N1)C (5-benzyloxy-4-methyl-9H-pyrido[3,4-b]indole-3-carboxylic acid-(1-methylethyl)-ester), [H-].[Na+] (sodium hydride), CN(C(CBr)=O)CCC1=CC=CC=C1 (N-methyl-N-phenylethyl-2-bromoacetamide). Run in O1CCCC1 (tetrahydrofuran). Conditions: temperature 0 celsius, time 10 minute. Product: CC(C)OC(=O)C1=C(C2=C(N(C3=CC=CC(=C23)OCC2=CC=CC=C2)CC(=O)N(CCC2=CC=CC=C2)C)C=N1)C (5-benzyloxy-4-methyl-9-(2-[N-methyl-N-(2-phenylethyl)-amino]-2-oxoethyl)-9H-pyrido[3,4-b]indole-3-carboxylic acid-(1-methylethyl)-ester). The yield is 77.0%. As a reaction SMILES: [CH3:1][CH:2]([O:4][C:5]([C:7]1[N:27]=[CH:26][C:10]2[NH:11][C:12]3[C:17]([C:9]=2[C:8]=1[CH3:28])=[C:16]([O:18][CH2:19][C:20]1[CH:25]=[CH:24][CH:23]=[CH:22][CH:21]=1)[CH:15]=[CH:14][CH:13]=3)=[O:6])[CH3:3].[H-].[Na+].[CH3:31][N:32]([CH2:37][CH2:38][C:39]1[CH:44]=[CH:43][CH:42]=[CH:41][CH:40]=1)[C:33](=[O:36])[CH2:34]Br>O1CCCC1>[CH3:3][CH:2]([O:4][C:5]([C:7]1[N:27]=[CH:26][C:10]2[N:11]([CH2:34][C:33]([N:32]([CH3:31])[CH2:37][CH2:38][C:39]3[CH:44]=[CH:43][CH:42]=[CH:41][CH:40]=3)=[O:36])[C:12]3[C:17]([C:9]=2[C:8]=1[CH3:28])=[C:16]([O:18][CH2:19][C:20]1[CH:25]=[CH:24][CH:23]=[CH:22][CH:21]=1)[CH:15]=[CH:14][CH:13]=3)=[O:6])[CH3:1] |f:1.2|. Procedure: A solution of 1.096 g of 5-benzyloxy-4-methyl-9H-pyrido[3,4-b]indole-3-carboxylic acid-(1-methylethyl)-ester (2.93 mmol) in 2.9 ml of tetrahydrofuran is added to a suspension of 92.2 mg of sodium hydride (3.03 mmol; 80% in mineral oil) at 0° C. under nitrogen, and it is stirred for 10 minutes at 0° C. Then, 750 mg (2.93 mmol) of N-methyl-N-phenylethyl-2-bromoacetamide is added, and it is then stirred for 18 hours at 24° C. It is filtered off on Celite, the filtrate is concentrated by evaporation... The reactants are BrCC(=O)NC1=NC=CC=C1 (2-Bromo-N-pyridin-2-yl-acetamide), C([O-])([O-])=O.[K+].[K+] (potassium carbonate), COC=1C=C2C(=NC=NC2=CC1)OCC1CCC(CC1)N (4-(6-methoxy-quinazolin-4-yloxymethyl)-cyclohexylamine). The solvent is CN(C)C=O (DMF). Run at time 2 day. Product: COC=1C=C2C(=NC=NC2=CC1)OCC1CCC(CC1)NCC(=O)NC1=NC=CC=C1 (2-[4-(6-Methoxy-quinazolin-4-yloxymethyl)-cyclohexylamino]-N-pyridin-2-yl-acetamide). RXN SMILES: Br[CH2:2][C:3]([NH:5][C:6]1[CH:11]=[CH:10][CH:9]=[CH:8][N:7]=1)=[O:4].C(=O)([O-])[O-].[K+].[K+].[CH3:18][O:19][C:20]1[CH:21]=[C:22]2[C:27](=[CH:28][CH:29]=1)[N:26]=[CH:25][N:24]=[C:23]2[O:30][CH2:31][CH:32]1[CH2:37][CH2:36][CH:35]([NH2:38])[CH2:34][CH2:33]1>CN(C=O)C>[CH3:18][O:19][C:20]1[CH:21]=[C:22]2[C:27](=[CH:28][CH:29]=1)[N:26]=[CH:25][N:24]=[C:23]2[O:30][CH2:31][CH:32]1[CH2:37][CH2:36][CH:35]([NH:38][CH2:2][C:3]([NH:5][C:6]2[CH:11]=[CH:10][CH:9]=[CH:8][N:7]=2)=[O:4])[CH2:34][CH2:33]1 |f:1.2.3|. Reported procedure: 2-Bromo-N-pyridin-2-yl-acetamide (0.075 g, 0.35 mmol) and potassium carbonate (0.054 g, 0.39 mmol) were added to a solution of 4-(6-methoxy-quinazolin-4-yloxymethyl)-cyclohexylamine (0.1 g, 0.35 mmol) in DMF (3.5 ml). The reaction mixture was stirred at room temperature for 2 days and then concentrated to dryness by rotary evaporation. The residue was purified by column chromatography on silica gel (dichloromethane/MeOH 19/1 1% NH4OH). Starting materials: COC(=O)C(CC(C)C)N1CC(Oc2ccccc2Br)=CC1=O, [Li+], C1CCOC1, [OH-], O. Yields the product CC(C)CC(C(=O)O)N1CC(Oc2ccccc2Br)=CC1=O. As a reaction SMILES: [CH3:1][O:2][C:3]([CH:4]([CH2:5][CH:6]([CH3:7])[CH3:8])[N:9]1[C:10](=[O:22])[CH:11]=[C:12]([O:14][c:15]2[c:16]([Br:21])[cH:17][cH:18][cH:19][cH:20]2)[CH2:13]1)=[O:23].[Li+:26].[O:27]1[CH2:28][CH2:29][CH2:30][CH2:31]1.[OH-:25].[OH2:24]>>[O:2]=[C:3]([CH:4]([CH2:5][CH:6]([CH3:7])[CH3:8])[N:9]1[C:10](=[O:22])[CH:11]=[C:12]([O:14][c:15]2[c:16]([Br:21])[cH:17][cH:18][cH:19][cH:20]2)[CH2:13]1)[OH:23]. The product is CCCC(CO)Nc1nc(SC(C)c2ccc(Cl)nc2)nc2nc(N)sc12. RXN SMILES: [Cl:19][c:20]1[n:21][cH:22][c:23]([CH:26]([CH3:27])[Cl:28])[cH:24][cH:25]1.[NH2:1][c:2]1[s:3][c:4]2[c:5]([n:6][c:7]([SH:17])[n:8][c:9]2[NH:10][CH:11]([CH2:12][OH:13])[CH2:14][CH2:15][CH3:16])[n:18]1>>[NH2:1][c:2]1[s:3][c:4]2[c:5]([n:6][c:7]([S:17][CH:26]([c:23]3[cH:22][n:21][c:20]([Cl:19])[cH:25][cH:24]3)[CH3:27])[n:8][c:9]2[NH:10][CH:11]([CH2:12][OH:13])[CH2:14][CH2:15][CH3:16])[n:18]1. Starting materials: CC(Cl)c1ccc(Cl)nc1, CCCC(CO)Nc1nc(S)nc2nc(N)sc12. As a reaction SMILES: [OH:1][C:2]1[CH:7]=[CH:6][C:5]([C:8]2[CH:15]=[CH:14][C:11]([C:12]#[N:13])=[CH:10][CH:9]=2)=[CH:4][CH:3]=1.[CH3:16][C:17](C)([O-])[CH3:18].[K+].C(Br)C=C>C1COCC1>[CH2:18]([O:1][C:2]1[CH:3]=[CH:4][C:5]([C:8]2[CH:15]=[CH:14][C:11]([C:12]#[N:13])=[CH:10][CH:9]=2)=[CH:6][CH:7]=1)[CH:17]=[CH2:16] |f:1.2|. Procedure details: The crude phenol 2i [4-(4-hydroxyphenyl)-benzonitrile] was dissolved in 250 mL of anh THF and added to a 500-mL 3-neck round-bottom flask and stirred at 25° C. Potassium tert-butoxide (0. 89 g, 8 mmol) was added to the solution, which turned yellow. Allyl bromide was added in excess (5.0 mL, 40 mmol) and the mixture was refluxed overnight. The THF and allyl bromide were removed by rotoevaporation. The resultant sludge was extracted 5 times with mL of hexane. This material was purified chromatogr... Conditions: temperature 25 celsius. Isolated yield 65.0%. Run in C1CCOC1 (THF). Starting materials: CC(C)([O-])C.[K+] (Potassium tert-butoxide), OC1=CC=C(C=C1)C1=CC=C(C#N)C=C1 (4-(4-Hydroxyphenyl)benzonitrile), C(C=C)Br (Allyl bromide). Product: C(C=C)OC1=CC=C(C=C1)C1=CC=C(C#N)C=C1 (4-(4-Allyloxyphenyl)benzonitrile).